Dataset: the Open Reaction Database (ORD), a public repository of structured organic reaction records. Task: describe an organic reaction: reactants, conditions, products, and yield Reactants: [N+](=O)([O-])C=1C=C(C=CC1)S(=O)(=O)NC=1C=C(C=CC1)NC(OC(C)(C)C)=O (tert-butyl (3-{[(3-nitrophenyl)sulfonyl]amino}phenyl)carbamate). Reagents/catalysts: [Fe] (iron). Run in O (water), CO (methanol), C(C)(=O)O (acetic acid). Conditions: temperature 0 celsius, time 0.5 hour. Product: NC=1C=C(C=CC1)S(=O)(=O)NC=1C=C(C=CC1)NC(OC(C)(C)C)=O (tert-Butyl (3-{[(3-aminophenyl)sulfonyl]amino}phenyl)carbamate). The yield is 97.4%. RXN SMILES: [N+:1]([C:4]1[CH:5]=[C:6]([S:10]([NH:13][C:14]2[CH:15]=[C:16]([NH:20][C:21](=[O:27])[O:22][C:23]([CH3:26])([CH3:25])[CH3:24])[CH:17]=[CH:18][CH:19]=2)(=[O:12])=[O:11])[CH:7]=[CH:8][CH:9]=1)([O-])=O>O.CO.C(O)(=O)C.[Fe]>[NH2:1][C:4]1[CH:5]=[C:6]([S:10]([NH:13][C:14]2[CH:15]=[C:16]([NH:20][C:21](=[O:27])[O:22][C:23]([CH3:25])([CH3:24])[CH3:26])[CH:17]=[CH:18][CH:19]=2)(=[O:12])=[O:11])[CH:7]=[CH:8][CH:9]=1. Procedure details: To a solution tert-butyl (3-{[(3-nitrophenyl)sulfonyl]amino}phenyl)carbamate (0.51 g, 0.0013 mol) in water (1 mL), methanol (5 mL) and acetic acid (2 mL) was added iron (290 mg, 5.2 mmol) powder in one batch. The mixture was stirred at 0° C. for 0.5 h. The reaction mixture was mixed with celite, filtered, and the cake was washed with EtOAc. The brown filtrate was concentrated, followed by the addition of EtOAc and NaHCO3/water. The aqueous phase was extracted with EtOAc. The organics were combin... The reactants are [Li]CCCC (n-BuLi), Cl (HCl), CC1(OC=2C(S1)=CC=1SC(OC1C2)(C)C)C (2,2,6,6-Tetramethylbenzo[1,2-d:5,4-d']bis(1,3)oxathiole), [Mg+2].[Br-].[Br-] (MgBr2), C(C)(C)(C)OOC(C1=CC=CC=C1)=O (t-butylperbenzoate). Solvent: CCOCC (ether), CCCCCC (hexane), C(C)OCC (diethyl ether), CCOCC (ether). Run at temperature -78 celsius, time 1 hour. Yields the product C(C)(C)(C)OC1=C2C(SC(O2)(C)C)=CC=2SC(OC21)(C)C (8-t-Butoxy-2,2,6,6-tetramethylbenzo[1,2-d;5,4-d']bis(1,3)oxathiole). Reaction SMILES: [CH3:1][C:2]1([CH3:16])[S:6][C:5]2=[CH:7][C:8]3[S:9][C:10]([CH3:15])([CH3:14])[O:11][C:12]=3[CH:13]=[C:4]2[O:3]1.[Li]CCCC.[Mg+2].[Br-].[Br-].[C:25]([O:29]OC(=O)C1C=CC=CC=1)([CH3:28])([CH3:27])[CH3:26].Cl>C(OCC)C.CCCCCC>[C:25]([O:29][C:13]1[C:4]2[O:3][C:2]([CH3:16])([CH3:1])[S:6][C:5]=2[CH:7]=[C:8]2[S:9][C:10]([CH3:15])([CH3:14])[O:11][C:12]=12)([CH3:28])([CH3:27])[CH3:26] |f:2.3.4|. Procedure: 2,2,6,6-Tetramethylbenzo[1,2-d:5,4-d']bis(1,3)oxathiole (300 mg, 1.18 mmol) was dissolved in dry diethyl ether (30 mL) and the solution was cooled to -78° C. A solution of n-BuLi in hexane (2.5M, 0.52 mL) was added and the reaction was allowed to attain room temperature. After stirring for 1 hour, the mixture was cooled to -78° C. and transferred into a solution of MgBr2 in dry ether (prepared from magnesium, 60 mg and 1,2-dibromoethane, 0.2 mL in 2 mL ether) kept at -78° C. The mixture was stir... Reactants: ClC1=NC=C(C(=N1)OC1=C(C=CC=C1OC1COCC1)F)Cl (2,5-Dichloro-4-[2-fluoro-6-(tetrahydro-furan-3-yloxy)-phenoxy]-pyrimidine), COCCN1CCC2=C(CC1)C=C(C=C2)N (3-(2-Methoxy-ethyl)-2,3,4,5-tetrahydro-1H-benzo[d]azepin-7-ylamine). The product is ClC=1C(=NC(=NC1)NC1=CC2=C(CCN(CC2)CCOC)C=C1)OC1=C(C=CC=C1OC1COCC1)F ({5-Chloro-4-[2-fluoro-6-(tetrahydro-furan-3-yloxy)-phenoxy]-pyrimidin-2-yl}-[3-(2-methoxy-ethyl)-2,3,4,5-tetrahydro-1H-3-benzazepin-7-yl]-amine). Reaction SMILES: Cl[C:2]1[N:7]=[C:6]([O:8][C:9]2[C:14]([O:15][CH:16]3[CH2:20][CH2:19][O:18][CH2:17]3)=[CH:13][CH:12]=[CH:11][C:10]=2[F:21])[C:5]([Cl:22])=[CH:4][N:3]=1.[CH3:23][O:24][CH2:25][CH2:26][N:27]1[CH2:33][CH2:32][C:31]2[CH:34]=[C:35]([NH2:38])[CH:36]=[CH:37][C:30]=2[CH2:29][CH2:28]1>>[Cl:22][C:5]1[C:6]([O:8][C:9]2[C:14]([O:15][CH:16]3[CH2:20][CH2:19][O:18][CH2:17]3)=[CH:13][CH:12]=[CH:11][C:10]=2[F:21])=[N:7][C:2]([NH:38][C:35]2[CH:36]=[CH:37][C:30]3[CH2:29][CH2:28][N:27]([CH2:26][CH2:25][O:24][CH3:23])[CH2:33][CH2:32][C:31]=3[CH:34]=2)=[N:3][CH:4]=1. Procedure details: Title compound was prepared from 2,5-Dichloro-4-[2-fluoro-6-(tetrahydro-furan-3-yloxy)-phenoxy]-pyrimidine and 3-(2-Methoxy-ethyl)-2,3,4,5-tetrahydro-1H-benzo[d]azepin-7-ylamine in an analogous manner to Example 1d. Title compound was isolated as a white solid. HPLC purity=99%, LCMS=531.32 (M+H), 1HNMR (CDCl3, 400 MHz) δ 9.00 (bs, 1H), 8.24 (s, 1H), 7.28-7.16 (m, 3H), 7.16-7.14 (m, 1H), 7.14 (d, J=7.3 Hz, 1H), 6.29 (bs, 1H), 4.97 (s, 1H), 3.86-3.78 (m, 8H), 3.38-3.32 (m, 7H), 2.85-2.81 (m, 3H), ... The reactants are [BH3-]C#N, COc1cc2c(cc1Cl)[nH]c(=O)n2C1CCNCC1, CO, Cl, [Na+], O=C1CCOCC1. Yields the product COc1cc2c(cc1Cl)[nH]c(=O)n2C1CCN(C2CCOCC2)CC1. RXN SMILES: [C:28]([BH3-:29])#[N:30].[CH3:2][O:3][c:4]1[c:5]([Cl:20])[cH:6][c:7]2[c:8]([n:9]([CH:13]3[CH2:14][CH2:15][NH:16][CH2:17][CH2:18]3)[c:10](=[O:12])[nH:11]2)[cH:19]1.[CH3:32][OH:33].[ClH:1].[Na+:31].[O:21]1[CH2:22][CH2:23][C:24](=[O:27])[CH2:25][CH2:26]1>>[CH3:2][O:3][c:4]1[c:5]([Cl:20])[cH:6][c:7]2[c:8]([n:9]([CH:13]3[CH2:14][CH2:15][N:16]([CH:24]4[CH2:23][CH2:22][O:21][CH2:26][CH2:25]4)[CH2:17][CH2:18]3)[c:10](=[O:12])[nH:11]2)[cH:19]1. Run at time 24 hour. Yields the product NC1C=2N(C3=C(C(=N1)C1=C(C=CC=C1)Cl)C=C(S3)CC)C(=NN2)C2CCCCC2 (6-amino-4-(2-chlorophenyl)-9-cyclohexyl-2-ethyl-6H-thieno[3,2-f][1,2,4]triazolo[4,3-a][1,4]diazepine). RXN SMILES: C(OC([C:6]1([NH2:34])[N:12]=[C:11]([C:13]2[CH:18]=[CH:17][CH:16]=[CH:15][C:14]=2[Cl:19])[C:10]2[CH:20]=[C:21]([CH2:23][CH3:24])[S:22][C:9]=2[N:8]2[C:25]([CH:28]3[CH2:33][CH2:32][CH2:31][CH2:30][CH2:29]3)=[N:26][N:27]=[C:7]12)=O)C.[OH-].[Ba+2].[OH-]>C(O)C.O>[NH2:34][CH:6]1[N:12]=[C:11]([C:13]2[CH:18]=[CH:17][CH:16]=[CH:15][C:14]=2[Cl:19])[C:10]2[CH:20]=[C:21]([CH2:23][CH3:24])[S:22][C:9]=2[N:8]2[C:25]([CH:28]3[CH2:33][CH2:32][CH2:31][CH2:30][CH2:29]3)=[N:26][N:27]=[C:7]12 |f:1.2.3|. Run in C(C)O (ethanol), O (water). Procedure details: 4-(2-Chlorophenyl)-9-cyclohexyl-2-ethyl-6H-thieno[3,2-f][1,2,4]triazolo[4,3-a][1,4]diazepine (3.4 g) and sodium hydride (0.56 g) were added to diethyl carbonate (50 ml) and the mixture was heated. After refluxing for 1 hour, the reaction mixture was cooled to 20° C., and O-(2,4-dinitrophenyl)-hydroxylamine (2.1 g) was added thereto. The mixture was stirred for 2 hours. After the reaction, the reaction mixture was poured into ice water, and the diethyl carbonate layer was separated. The diethyl c... Starting materials: C(C)OC(=O)C1(C=2N(C3=C(C(=N1)C1=C(C=CC=C1)Cl)C=C(S3)CC)C(=NN2)C2CCCCC2)N (Ethyl(6-amino-4-(2-chlorophenyl)-9-cyclohexyl-2-ethyl-6H-thieno[3,2-f][1,2,4]triazolo[4,3-a][1,4]diazepin-6-yl)carboxylate), [OH-].[Ba+2].[OH-] (barium hydroxide). Isolated yield 65.0%. Reactants: C(C)OC(=O)C1=C(C2=C(C=N1)N=C(S2)OC2=CC=CC=C2)O (7-hydroxy-2-phenoxy-thiazolo[4,5-c]pyridine-6-carboxylic acid ethyl ester), NCC(=O)O (glycine), C[O-].[Na+].CO (sodium methoxide methanol). Yields the product OC=1C2=C(C=NC1C(=O)NCC(=O)O)N=C(S2)OC2=CC=CC=C2 ([(7-Hydroxy-2-phenoxy-thiazolo[4,5-c]pyridine-6-carbonyl)-amino]-acetic acid). The yield is 54.6%. RXN SMILES: C(O[C:4]([C:6]1[N:11]=[CH:10][C:9]2[N:12]=[C:13]([O:15][C:16]3[CH:21]=[CH:20][CH:19]=[CH:18][CH:17]=3)[S:14][C:8]=2[C:7]=1[OH:22])=[O:5])C.[NH2:23][CH2:24][C:25]([OH:27])=[O:26].C[O-].[Na+].CO>>[OH:22][C:7]1[C:8]2[S:14][C:13]([O:15][C:16]3[CH:17]=[CH:18][CH:19]=[CH:20][CH:21]=3)=[N:12][C:9]=2[CH:10]=[N:11][C:6]=1[C:4]([NH:23][CH2:24][C:25]([OH:27])=[O:26])=[O:5] |f:2.3.4|. Reported procedure: A mixture of 7-hydroxy-2-phenoxy-thiazolo[4,5-c]pyridine-6-carboxylic acid ethyl ester (81 mg, 0.26 mmol) and glycine (386 mg, 5.14 mmol) in 0.5 M sodium methoxide/methanol (9.8 mL, 4.88 mmol) was refluxed for 3 days before it was cooled to room temperature and concentrated in vacuo. The residue was dissolved in water and extracted with dichloromethane. The remaining aqueous layer was acidified to pH=3 with 1N HCl (7.3 mL). The suspension was extracted with ethyl acetate. The organic layer was d... Reactants: ClCC=1N=C(OC1C)C=1SC=CC1 (4-(chloromethyl)-5-methyl-2-(2-thienyl)oxazole), OC1=CC=C(CO\N=C(/CCC(=O)OC)\C2=CC=CC=C2)C=C1 (methyl E-4-[(4-hydroxybenzyloxy)imino]-4-phenylbutyrate), C([O-])([O-])=O.[K+].[K+] (potassium carbonate), CN(C=O)C (N,N-dimethylformamide), C(C)(=O)OCC.CCCCCC (ethyl acetate hexane). Run in O (Water). Reaction conditions: time 40 hour. Yields the product CC1=C(N=C(O1)CC1=CC=CS1)COC1=CC=C(CO\N=C(/CCC(=O)OC)\C2=CC=CC=C2)C=C1 (methyl E-4-[4-[5-methyl-2-(2-thenyl)-4-oxazolylmethoxy]benzyloxyimino]-4-phenylbutyrate). The yield is 63.0%. As a reaction SMILES: ClCC1N=[C:5]([C:9]2[S:10][CH:11]=[CH:12][CH:13]=2)OC=1C.[OH:14][C:15]1[CH:36]=[CH:35][C:18]([CH2:19][O:20]/[N:21]=[C:22](/[C:29]2[CH:34]=[CH:33][CH:32]=[CH:31][CH:30]=2)\[CH2:23][CH2:24][C:25]([O:27][CH3:28])=[O:26])=[CH:17][CH:16]=1.C(=O)([O-])[O-].[K+].[K+].[CH3:43][N:44](C)[CH:45]=[O:46].[C:48](OCC)(=O)[CH3:49].[CH3:54]CCCCC>O>[CH3:48][C:49]1[O:46][C:45]([CH2:5][C:9]2[S:10][CH:11]=[CH:12][CH:13]=2)=[N:44][C:43]=1[CH2:54][O:14][C:15]1[CH:16]=[CH:17][C:18]([CH2:19][O:20]/[N:21]=[C:22](/[C:29]2[CH:30]=[CH:31][CH:32]=[CH:33][CH:34]=2)\[CH2:23][CH2:24][C:25]([O:27][CH3:28])=[O:26])=[CH:35][CH:36]=1 |f:2.3.4,6.7|. Procedure details: A mixture of 4-(chloromethyl)-5-methyl-2-(2-thienyl)oxazole (376 mg), methyl E-4-[(4-hydroxybenzyloxy)imino]-4-phenylbutyrate (500 mg), potassium carbonate (442 mg) and N,N-dimethylformamide (10 ml) was stirred at room temperature for 40 hours. Water was added to the reaction mixture and extracted with ethyl acetate. The ethyl acetate layer was washed with an aqueous saturated solution of sodium chloride, dried (MgSO4) and concentrated. The residue was subjected to silica gel chromatography to o...